This data is from the Open Reaction Database (ORD), a public repository of structured organic reaction records. The task is: describe an organic reaction: reactants, conditions, products, and yield Reactants: C(C1=CC=CC=C1)(C1=CC=CC=C1)N1C(=C(C2=CC(=CC=C12)Cl)CCS(=O)(=O)C1=CC=C(C(=O)OC)C=C1)CO[Si](C)(C)C(C)(C)C (Methyl 4-({2-[1-benzhydryl-2-({[tert-butyl(dimethyl)silyl]oxy}methyl)-5-chloro-1H-indol-3-yl]ethyl}sulfonyl)benzoate), [N+](CCCC)(CCCC)(CCCC)CCCC.[F-] (nBu4NF). Solvent: C1CCOC1 (THF). Conditions: time 3 hour. Product: C(C1=CC=CC=C1)(C1=CC=CC=C1)N1C(=C(C2=CC(=CC=C12)Cl)CCS(=O)(=O)C1=CC=C(C(=O)OC)C=C1)CO (methyl 4-({2-[1-benzhydryl-5-chloro-2-(hydroxymethyl)-1H-indol-3-yl]ethyl}sulfonyl)benzoate). Yield: 95.0%. RXN SMILES: [CH:1]([N:14]1[C:22]2[C:17](=[CH:18][C:19]([Cl:23])=[CH:20][CH:21]=2)[C:16]([CH2:24][CH2:25][S:26]([C:29]2[CH:38]=[CH:37][C:32]([C:33]([O:35][CH3:36])=[O:34])=[CH:31][CH:30]=2)(=[O:28])=[O:27])=[C:15]1[CH2:39][O:40][Si](C(C)(C)C)(C)C)([C:8]1[CH:13]=[CH:12][CH:11]=[CH:10][CH:9]=1)[C:2]1[CH:7]=[CH:6][CH:5]=[CH:4][CH:3]=1.[N+](CCCC)(CCCC)(CCCC)CCCC.[F-]>C1COCC1>[CH:1]([N:14]1[C:22]2[C:17](=[CH:18][C:19]([Cl:23])=[CH:20][CH:21]=2)[C:16]([CH2:24][CH2:25][S:26]([C:29]2[CH:30]=[CH:31][C:32]([C:33]([O:35][CH3:36])=[O:34])=[CH:37][CH:38]=2)(=[O:28])=[O:27])=[C:15]1[CH2:39][OH:40])([C:2]1[CH:3]=[CH:4][CH:5]=[CH:6][CH:7]=1)[C:8]1[CH:9]=[CH:10][CH:11]=[CH:12][CH:13]=1 |f:1.2|. Procedure details: Methyl 4-({2-[1-benzhydryl-2-({[tert-butyl(dimethyl)silyl]oxy}methyl)-5-chloro-1H-indol-3-yl]ethyl}sulfonyl)benzoate (1 eq) was dissolved in THF (0.3M), followed by nBu4NF (1M in THF) (1.2 eq). The resulting mixture was stirred at rt for 3 hrs, then quenched with NH4Cl(aq). Extracted with EtOAc and washed with brine. Purified with prep plate and 1:3 EtOAc/Hexane as eluent to give methyl 4-({2-[1-benzhydryl-5-chloro-2-(hydroxymethyl)-1H-indol-3-yl]ethyl}sulfonyl)benzoate (light brown gum) in 95% ... The reactants are [Br-].[Li+] (lithium bromide), C([O-])([O-])=O.[Li+].[Li+] (lithium carbonate), Pyridinium bromide perbromide, C(C1=CC=CC=C1)N1C2=C(C=CC=C2C=2C(CCCC12)=O)C (9-benzyl-8-methyl-1,2,3,9-tetrahydro-4H-carbazol-4-one). Solvent: CN(C)C=O (DMF), C1CCOC1 (THF), CN(C)C=O (DMF). Reaction conditions: temperature 75 celsius, time 8 hour. Product: C(C1=CC=CC=C1)N1C2=C(C=CC=C2C=2C(=CC=CC12)O)C (9-Benzyl-8-methyl-9H-carbazol-4-ol). Yield: 59.0%. Reaction SMILES: C1C=C[NH+]=CC=1.Br[Br-]Br.[CH2:10]([N:17]1[C:29]2[CH2:28][CH2:27][CH2:26][C:25](=[O:30])[C:24]=2[C:23]2[C:18]1=[C:19]([CH3:31])[CH:20]=[CH:21][CH:22]=2)[C:11]1[CH:16]=[CH:15][CH:14]=[CH:13][CH:12]=1.[Br-].[Li+].C(=O)([O-])[O-].[Li+].[Li+]>C1COCC1.CN(C=O)C>[CH2:10]([N:17]1[C:29]2[CH:28]=[CH:27][CH:26]=[C:25]([OH:30])[C:24]=2[C:23]2[C:18]1=[C:19]([CH3:31])[CH:20]=[CH:21][CH:22]=2)[C:11]1[CH:12]=[CH:13][CH:14]=[CH:15][CH:16]=1 |f:0.1,3.4,5.6.7|. Procedure: Pyridinium bromide perbromide (0.2032 g, 0.64 mmol) is added to a mixture of 9-benzyl-8-methyl-1,2,3,9-tetrahydro-4H-carbazol-4-one in THF (0.7 mL) and DMF (0.5 mL) and the mixture is heated to 75° C. After stirring for 8 h, THF is removed under reduced pressure and the residue is partitioned between dichloromethane and brine. The combined organic layers are washed with dilute sodium thiosulfate/brine and the aqueous layer is backwashed with dichloromethane. The combined organic layers are dried... Starting materials: ON1C(C2C(C1=O)CCCC2)=O (N-hydroxy-hexahydrophthalimide), CN(C(=S)Cl)C (dimethylthiocarbamoyl chloride), ice water. The reagents and catalysts are CN(C1=CC=NC=C1)C (4-dimethylaminopyridine). The solvent is N1=CC=CC=C1 (pyridine). Run at time 3 hour. The product is O=C1N(C(C2CCCCC12)=O)OC(N(C)C)=S (dimethyl-thiocarbamic acid —O-(1,3-dioxo-octahydro-isoindol-2-yl) ester). Isolated yield 73.8%. RXN SMILES: [OH:1][N:2]1[C:6](=[O:7])[CH:5]2[CH2:8][CH2:9][CH2:10][CH2:11][CH:4]2[C:3]1=[O:12].[CH3:13][N:14]([CH3:18])[C:15](Cl)=[S:16]>CN(C)C1C=CN=CC=1.N1C=CC=CC=1>[O:7]=[C:6]1[CH:5]2[CH:4]([CH2:11][CH2:10][CH2:9][CH2:8]2)[C:3](=[O:12])[N:2]1[O:1][C:15](=[S:16])[N:14]([CH3:18])[CH3:13]. Procedure details: To a solution of 25.38 g (0.15 mol) of N-hydroxy-hexahydrophthalimide (prepared as described in Chem. Pharm. Bull., 16, (1968), 622) and 0.5 g 4-dimethylaminopyridine in 100 ml pyridine were added 18.54 g (0.15 mol) of dimethylthiocarbamoyl chloride. The mixture was stirred at room temperature during 3 h and then poured into 1000 ml of ice water. The precipitate was filtered off and recrystallized from 120 ml of ethanol to give 28.38 g of white crystals, mp. 124-126° C. The reactants are FC=1C=C(C=CC1)O (3-fluorophenol), C1(CC1)C(=O)Cl (cyclopropanecarbonyl chloride). Conditions: temperature 80 celsius, time 1 hour. Product: 49.7, FC=1C=C(C=CC1)OC(=O)C1CC1 ((3-fluorophenyl)cyclopropanecarboxylate). Isolated yield 98.0%. Reaction SMILES: [F:1][C:2]1[CH:3]=[C:4]([OH:8])[CH:5]=[CH:6][CH:7]=1.[CH:9]1([C:12](Cl)=[O:13])[CH2:11][CH2:10]1>>[F:1][C:2]1[CH:3]=[C:4]([O:8][C:12]([CH:9]2[CH2:11][CH2:10]2)=[O:13])[CH:5]=[CH:6][CH:7]=1. Reported procedure: To 31.4 parts of 3-fluorophenol were added dropwise 29.3 parts of cyclopropanecarbonyl chloride at 80° C. Upon completion, the whole was stirred for 1 hour 80° C. The reaction mixture was distilled, yielding 49.7 parts (98%) of (3-fluorophenyl)cyclopropanecarboxylate; bp. 75°-85° C. at 0.5 mm. pressure (intermediate 86). Starting materials: F[B-](F)(F)F, CC(C)(C)OC(=O)NC(CNC(=O)c1ccc(Cl)s1)C(=O)O, CN1CCNCC1, CCN(C(C)C)C(C)C, ClCCl, CN(C)C(On1nnc2ccccc21)=[N+](C)C. The product is CN1CCN(C(=O)C(CNC(=O)c2ccc(Cl)s2)NC(=O)OC(C)(C)C)CC1. RXN SMILES: [B-:39]([F:40])([F:41])([F:42])[F:43].[C:1]([CH3:2])([CH3:3])([CH3:4])[O:5][C:6](=[O:7])[NH:8][CH:9]([C:10](=[O:11])[OH:12])[CH2:13][NH:14][C:15](=[O:16])[c:17]1[s:18][c:19]([Cl:22])[cH:20][cH:21]1.[CH3:23][N:24]1[CH2:25][CH2:26][NH:27][CH2:28][CH2:29]1.[CH:30]([N:31]([CH2:32][CH3:33])[CH:34]([CH3:35])[CH3:36])([CH3:37])[CH3:38].[Cl:61][CH2:62][Cl:63].[n:44]1([O:45][C:46]([N:47]([CH3:48])[CH3:49])=[N+:50]([CH3:51])[CH3:52])[c:53]2[cH:54][cH:55][cH:56][cH:57][c:58]2[n:59][n:60]1>>[C:1]([CH3:2])([CH3:3])([CH3:4])[O:5][C:6](=[O:7])[NH:8][CH:9]([C:10](=[O:12])[N:27]1[CH2:26][CH2:25][N:24]([CH3:23])[CH2:29][CH2:28]1)[CH2:13][NH:14][C:15](=[O:16])[c:17]1[s:18][c:19]([Cl:22])[cH:20][cH:21]1. The reactants are COc1ccc(Cl)cc1Br, COB(OC)OC, COc1ccc(F)cc1B(O)O. The product is COc1ccc(Cl)cc1B(O)O. RXN SMILES: [Br:13][c:14]1[cH:15][c:16]([Cl:20])[cH:17][cH:18][c:19]1[O:21][CH3:22].[CH3:23][O:24][B:25]([O:26][CH3:27])[O:28][CH3:29].[F:1][c:2]1[cH:3][cH:4][c:5]([O:11][CH3:12])[c:6]([B:8]([OH:9])[OH:10])[cH:7]1>>[c:2]1([Cl:20])[cH:3][cH:4][c:5]([O:11][CH3:12])[c:6]([B:8]([OH:9])[OH:10])[cH:7]1. Reactants: C(C)OC(CC1CN=C(S1)C=1NC2=C(C=C(C=C2C1)OC1=CC=C(C=C1)S(=O)(=O)C)OC1CCOCC1)=O (Ethyl(2-{5-[4-(methylsulfonyl)phenoxy]-7-(tetrahydro-2H-pyran-4-yloxy)-1H-indol-2-yl}-4,5-dihydro-1,3-thiazol-5-yl)acetate), [BH4-].[Li+] (lithium tetrahydroborate), O (Water), [BH4-].[Li+] (lithium tetrahydroborate), [BH4-].[Li+] (lithium tetrahydroborate), CO (methanol). Solvent: O1CCCC1 (tetrahydrofuran), CCCCCC (hexane), C(C)(=O)OCC (ethyl acetate). Conditions: temperature 50 celsius, time 30 minute. The product is CS(=O)(=O)C1=CC=C(OC=2C=C3C=C(NC3=C(C2)OC2CCOCC2)C=2SC(CN2)CCO)C=C1 (2-(2-{5-[4-(Methylsulfonyl)phenoxy]-7-(tetrahydro-2H-pyran-4-yloxy)-1H-indol-2-yl}-4,5-dihydro-1,3-thiazol-5-yl)ethanol). Yield: 54.1%. Reaction SMILES: C([O:3][C:4](=O)[CH2:5][CH:6]1[S:10][C:9]([C:11]2[NH:12][C:13]3[C:18]([CH:19]=2)=[CH:17][C:16]([O:20][C:21]2[CH:26]=[CH:25][C:24]([S:27]([CH3:30])(=[O:29])=[O:28])=[CH:23][CH:22]=2)=[CH:15][C:14]=3[O:31][CH:32]2[CH2:37][CH2:36][O:35][CH2:34][CH2:33]2)=[N:8][CH2:7]1)C.[BH4-].[Li+].O.CO>O1CCCC1.CCCCCC.C(OCC)(=O)C>[CH3:30][S:27]([C:24]1[CH:23]=[CH:22][C:21]([O:20][C:16]2[CH:17]=[C:18]3[C:13](=[C:14]([O:31][CH:32]4[CH2:37][CH2:36][O:35][CH2:34][CH2:33]4)[CH:15]=2)[NH:12][C:11]([C:9]2[S:10][CH:6]([CH2:5][CH2:4][OH:3])[CH2:7][N:8]=2)=[CH:19]3)=[CH:26][CH:25]=1)(=[O:29])=[O:28] |f:1.2|. Procedure: Ethyl(2-{5-[4-(methylsulfonyl)phenoxy]-7-(tetrahydro-2H-pyran-4-yloxy)-1H-indol-2-yl}-4,5-dihydro-1,3-thiazol-5-yl)acetate (300 mg) was dissolved in tetrahydrofuran (10 mL), lithium tetrahydroborate (29 mg) was added under ice-cooling, and the mixture was stirred at 50° C. for 30 min. To the reaction solution was added lithium tetrahydroborate (29 mg), and the mixture was stirred at 50° C. for 2.5 hr. Furthermore, lithium tetrahydroborate (29 mg) was added, and the mixture was stirred at 50° C. ...